This data is from the Open Reaction Database (ORD), a public repository of structured organic reaction records. The task is: describe an organic reaction: reactants, conditions, products, and yield The reactants are C1(=CC=CC=C1)CCCCC=C1C(N(C(S1)=O)CCCCSC1=CC=CC=2N1C=CN2)=O (5-(5-phenylpentylidene)-3-[4-(imidazo[1,2-a]pyridin-5-ylthio)butyl]thiazolidine-2,4-dione), Cl (hydrochloric acid). The solvent is CO (methanol). Product: Cl.C1(=CC=CC=C1)CCCCC=C1C(N(C(S1)=O)CCCCSC1=CC=CC=2N1C=CN2)=O (5-(5-phenylpentylidene)-3-[4-(imidazo[1,2-a]pyridin-5-ylthio)butyl]thiazolidine-2,4-dione hydrochloride). As a reaction SMILES: [C:1]1([CH2:7][CH2:8][CH2:9][CH2:10][CH:11]=[C:12]2[S:16][C:15](=[O:17])[N:14]([CH2:18][CH2:19][CH2:20][CH2:21][S:22][C:23]3[N:28]4[CH:29]=[CH:30][N:31]=[C:27]4[CH:26]=[CH:25][CH:24]=3)[C:13]2=[O:32])[CH:6]=[CH:5][CH:4]=[CH:3][CH:2]=1.[ClH:33]>CO>[ClH:33].[C:1]1([CH2:7][CH2:8][CH2:9][CH2:10][CH:11]=[C:12]2[S:16][C:15](=[O:17])[N:14]([CH2:18][CH2:19][CH2:20][CH2:21][S:22][C:23]3[N:28]4[CH:29]=[CH:30][N:31]=[C:27]4[CH:26]=[CH:25][CH:24]=3)[C:13]2=[O:32])[CH:6]=[CH:5][CH:4]=[CH:3][CH:2]=1 |f:3.4|. Procedure: To a solution of 2.627 g (5.6 mmol) of 5-(5-phenylpentylidene)-3-[4-(imidazo[1,2-a]pyridin-5-ylthio)butyl]thiazolidine-2,4-dione in 50 ml of methanol, 0.5 ml of concentrated hydrochloric acid was added. After the solvent was distilled off, the residue was crystallized from dichloromethane-diethyl ether to yield 2.37 g (84.3%, white crystal) of the desired product. Starting materials: C(CO)O (ethylene glycol), C(COCCO)O (diethylene glycol), C1(C=2C(C(=O)O1)=CC=CC2)=O (phthalic anhydride). Solvent: O (water). Run at temperature 120 celsius. Product: C1C=CC2C1C3CC2C=C3 (dicyclopentadiene). As a reaction SMILES: [CH2:1](O)[CH2:2]O.C(O)COCCO.[C:12]1(=O)O[C:15](=O)[C:14]2=[CH:18][CH:19]=[CH:20][CH:21]=[C:13]12>O>[CH2:20]1[CH:15]2[CH:2]3[CH:1]=[CH:12][CH:13]([CH:14]2[CH:18]=[CH:19]1)[CH2:21]3. Procedure details: The reaction product was added by 184 g (2.95 mol) of ethylene glycol (EG), 85 g (0.8 mol) of diethylene glycol (DEG) and 30 g (0.2 mol) of phthalic anhydride (PA), and then esterified by heating to 200° C. with removing water distillated from the reaction product. When the acid value of the esterified product reached 22, it was cooled to 120° C. to obtain a dicyclopentadiene-modified unsaturated polyester (second step).